Dataset: the Open Reaction Database (ORD), a public repository of structured organic reaction records. Task: describe an organic reaction: reactants, conditions, products, and yield Reactants: CN1N=CC=2C1=CN=CC2C#CC=2C=C(C=CC2)N (3-(1-methyl-1H-pyrazolo[3,4-c]pyridin-4-ylethynyl)-phenylamine), CN1N=CC=2C1=CN=CC2C#CC=2C=C(C=CC2)N (3-(1-methyl-1H-pyrazolo[3,4-c]pyridin-4-ylethynyl)-phenylamine), C(N)(OC1=CC=CC=C1)=O (phenyl carbamate). Product: CC1=C(C=C(C=C1)N)C#CC1=C2C(=CN=C1)N(N=C2)C (4-methyl-3-(1-methyl-1H-pyrazolo[3,4-c]pyridin-4-ylethynyl)-phenylamine). As a reaction SMILES: [CH3:1][N:2]1[C:6]2=[CH:7][N:8]=[CH:9][C:10]([C:11]#[C:12][C:13]3[CH:14]=[C:15]([NH2:19])[CH:16]=[CH:17][CH:18]=3)=[C:5]2[CH:4]=[N:3]1.[C:20](=O)(OC1C=CC=CC=1)N>>[CH3:20][C:18]1[CH:17]=[CH:16][C:15]([NH2:19])=[CH:14][C:13]=1[C:12]#[C:11][C:10]1[CH:9]=[N:8][CH:7]=[C:6]2[N:2]([CH3:1])[N:3]=[CH:4][C:5]=12. Procedure: The following example compound 3.2 was synthesized in analogy to GP 7 and example compound 3.1 by reaction of Intermediate 3.1 with the respective phenyl carbamate. Solvent: O (water). Reagents/catalysts: C=1C=CC(=CC1)[P](C=2C=CC=CC2)(C=3C=CC=CC3)[Pd]([P](C=4C=CC=CC4)(C=5C=CC=CC5)C=6C=CC=CC6)([P](C=7C=CC=CC7)(C=8C=CC=CC8)C=9C=CC=CC9)[P](C=1C=CC=CC1)(C=1C=CC=CC1)C=1C=CC=CC1 (Pd(PPh3)4). As a reaction SMILES: [F:1][C:2]1[CH:7]=[C:6](B2OC(C)(C)C(C)(C)O2)[C:5]([F:17])=[CH:4][C:3]=1[C:18]1[N:22]([C@H:23]2[CH2:27][CH2:26][O:25][CH2:24]2)[N:21]=[CH:20][C:19]=1[C:28]([O:30][CH2:31][CH3:32])=[O:29].I[C:34]1[C:39]([CH3:40])=[CH:38][N:37]=[C:36]([O:41][CH3:42])[C:35]=1[CH3:43].C(=O)([O-])[O-].[Cs+].[Cs+].O1CCOCC1>C1C=CC([P]([Pd]([P](C2C=CC=CC=2)(C2C=CC=CC=2)C2C=CC=CC=2)([P](C2C=CC=CC=2)(C2C=CC=CC=2)C2C=CC=CC=2)[P](C2C=CC=CC=2)(C2C=CC=CC=2)C2C=CC=CC=2)(C2C=CC=CC=2)C2C=CC=CC=2)=CC=1.O>[F:1][C:2]1[CH:7]=[C:6]([C:34]2[C:39]([CH3:40])=[CH:38][N:37]=[C:36]([O:41][CH3:42])[C:35]=2[CH3:43])[C:5]([F:17])=[CH:4][C:3]=1[C:18]1[N:22]([C@H:23]2[CH2:27][CH2:26][O:25][CH2:24]2)[N:21]=[CH:20][C:19]=1[C:28]([O:30][CH2:31][CH3:32])=[O:29] |f:2.3.4,^1:59,61,80,99|. Procedure: Ethyl 5-(4-bromo-2,5-difluorophenyl)-1-((S)-tetrahydrofuran-3-yl)-1H-pyrazole-4-carboxylate obtained in Preparation Example 11-1 (4.31 g), bis(pinacolato)diboron (3.27 g), potassium acetate (3.16 g) and Pd(dppf)Cl2-DCM complex (439 mg) were added to DMF (41.6 mL), and the mixture was stirred at 95° C. in a nitrogen atmosphere. After two hours, the reaction mixture was stirred at 105° C. for four hours. The reaction mixture was cooled to room temperature and filtered through Celite™. The filtrate... Starting materials: O1CCOCC1 (1,4-dioxane), FC1=C(C=C(C(=C1)B1OC(C(O1)(C)C)(C)C)F)C1=C(C=NN1[C@@H]1COCC1)C(=O)OCC (ethyl 5-(2,5-difluoro-4-(4,4,5,5-tetramethyl-1,3,2-dioxaborolan-2-yl)phenyl)-1((S)-tetrahydrofuran-3-yl)-1H-pyrazole-4-carboxylate), IC1=C(C(=NC=C1C)OC)C (4-iodo-2-methoxy-3,5-dimethylpyridine), C([O-])([O-])=O.[Cs+].[Cs+] (cesium carbonate). Product: FC1=C(C=C(C(=C1)C1=C(C(=NC=C1C)OC)C)F)C1=C(C=NN1[C@@H]1COCC1)C(=O)OCC (ethyl 5-(2,5-difluoro-4-(2-methoxy-3,5-dimethylpyridin-4-yl)phenyl)-1-[(S)-tetrahydrofuran-3-yl]-1H-pyrazole-4-carboxylate). Reactants: CC=1C=C(C=CC1)N=C=O (m-methylphenyl isocyanate), C(C1=CC=CC=C1)OC(=O)N[C@@H]([C@@H](C)CC)C(=O)N[C@@H](CC1=CNC2=CC=CC=C12)CO (N-benzyloxycarbonyl-(L)-isoleucyl-(L)-tryptophanol), C(Cl)(Cl)Cl.CO (chloroform methanol). Reagents/catalysts: [C].[Pd] (palladium-carbon). Run in ClCCl (dichloromethane), O1CCCC1 (tetrahydrofuran), C(C)O (ethanol), O1CCCC1 (tetrahydrofuran). Run at time 1.5 hour. Yields the product CC=1C=C(C=CC1)NC(=O)N[C@@H]([C@@H](C)CC)C(=O)N[C@@H](CC1=CNC2=CC=CC=C12)CO (N-(3-methylphenylcarbamoyl)-(L)-isoleucyl-(L)-tryptophanol). Isolated yield 61.6%. RXN SMILES: C(O[C:9]([NH:11][C@H:12]([C:17]([NH:19][C@H:20]([CH2:31][OH:32])[CH2:21][C:22]1[C:30]2[C:25](=[CH:26][CH:27]=[CH:28][CH:29]=2)[NH:24][CH:23]=1)=[O:18])[C@H:13]([CH2:15][CH3:16])[CH3:14])=[O:10])C1C=CC=CC=1.[CH3:33][C:34]1[CH:35]=[C:36]([N:40]=C=O)[CH:37]=[CH:38][CH:39]=1.C(Cl)(Cl)Cl.CO>C(O)C.ClCCl.O1CCCC1.[C].[Pd]>[CH3:33][C:34]1[CH:35]=[C:36]([NH:40][C:9]([NH:11][C@H:12]([C:17]([NH:19][C@H:20]([CH2:31][OH:32])[CH2:21][C:22]2[C:30]3[C:25](=[CH:26][CH:27]=[CH:28][CH:29]=3)[NH:24][CH:23]=2)=[O:18])[C@H:13]([CH2:15][CH3:16])[CH3:14])=[O:10])[CH:37]=[CH:38][CH:39]=1 |f:2.3,7.8|. Procedure: A mixture of N-benzyloxycarbonyl-(L)-isoleucyl-(L)-tryptophanol (0.7 g) in ethanol (30 ml)-tetrahydrofuran (20 ml), palladium-carbon (5%, 0.5 g) was subjected catalytic hydrogenation at room temperature under 1 atmospheric pressure. After the palladium-carbon was filtered off, the filtrate was concentrated under reduced pressure to yield an oily substance. This oily substance was dissolved in dichloromethane (15 ml)-tetrahydrofuran (5 ml), and m-methylphenyl isocyanate (0.225 g) was added at 4° ... The reactants are OC1=CC=C2C[C@H](N(CC2=C1)C(=O)OC(C)(C)C)C(N[C@@H]1CCCC2=CC=CC=C12)=O ((S)-tert-butyl 7-hydroxy-3-(((R)-1,2,3,4-tetrahydronaphthalen-1-yl)carbamoyl)-3,4-dihydroisoquinoline-2(1H)-carboxylate), C(C1=CC=CC=C1)OC(=O)N1[C@@H](CC(C1)=O)C(=O)O ((S)-1-((benzyloxy)carbonyl)-4-oxopyrrolidine-2-carboxylic acid), [C@H]1(CCCC2=CC=CC=C12)N ((R)-1,2,3,4-tetrahydronaphthalen-1-amine). The product is O=C1C[C@H](N(C1)C(=O)OCC1=CC=CC=C1)C(N[C@@H]1CCCC2=CC=CC=C12)=O ((S)-Benzyl 4-oxo-2-(((R)-1,2,3,4-tetrahydronaphthalen-1-yl)carbamoyl)pyrrolidine-1-carboxylate). Isolated yield 100.0%. RXN SMILES: OC1C=C2C(C[C@@H](C(=O)[NH:20][C@H:21]3[C:30]4[C:25](=[CH:26][CH:27]=[CH:28][CH:29]=4)[CH2:24][CH2:23][CH2:22]3)N(C(OC(C)(C)C)=O)C2)=CC=1.[CH2:32]([O:39][C:40]([N:42]1[CH2:46][C:45](=[O:47])[CH2:44][C@H:43]1[C:48]([OH:50])=O)=[O:41])[C:33]1[CH:38]=[CH:37][CH:36]=[CH:35][CH:34]=1.[C@H]1(N)C2C(=CC=CC=2)CCC1>>[O:47]=[C:45]1[CH2:46][N:42]([C:40]([O:39][CH2:32][C:33]2[CH:34]=[CH:35][CH:36]=[CH:37][CH:38]=2)=[O:41])[C@H:43]([C:48](=[O:50])[NH:20][C@H:21]2[C:30]3[C:25](=[CH:26][CH:27]=[CH:28][CH:29]=3)[CH2:24][CH2:23][CH2:22]2)[CH2:44]1. Reported procedure: Following a procedure analogous to that for the synthesis of Compound D of Example 1, (S)-1-((benzyloxy)carbonyl)-4-oxopyrrolidine-2-carboxylic acid (Aldrich, 4.00 g, 15.2 mmol) and (R)-1,2,3,4-tetrahydronaphthalen-1-amine (Alfa Aesar, 2.23 mL, 15.2 mmol) were converted to the title compound (5.96 g, 100%). MS (ESI+) m/z 393.1 (M+H)+. Reactants: CN(C)CC(C=1C=CC(=CC1)OC)C2(CCCCC2)O (Venlafaxine), [Na].C1(=CC=CC=C1)S (benzenethiol sodium salt), PEG 400, OP(=O)(O)O (H3PO4). Run in O (water). Run at temperature 160 celsius. The product is CN(C)CC(C=1C=CC(=CC1)O)C2(CCCCC2)O (O-desmethylvenlafaxine). As a reaction SMILES: [CH3:1][N:2]([CH2:4][CH:5]([C:14]1([OH:20])[CH2:19][CH2:18][CH2:17][CH2:16][CH2:15]1)[C:6]1[CH:7]=[CH:8][C:9]([O:12]C)=[CH:10][CH:11]=1)[CH3:3].[Na].C1(S)C=CC=CC=1.OP(O)(O)=O>O>[CH3:1][N:2]([CH2:4][CH:5]([C:14]1([OH:20])[CH2:19][CH2:18][CH2:17][CH2:16][CH2:15]1)[C:6]1[CH:7]=[CH:8][C:9]([OH:12])=[CH:10][CH:11]=1)[CH3:3] |f:1.2,^1:20|. Reported procedure: Venlafaxine (5.6 g) and benzenethiol sodium salt (6.9 g) are charged to PEG 400 (25 g). The reaction mixture is heated to 160° C. for 5 hours. Then the temperature is lowered and water is added (60 g). The pH is adjusted to 3.5 with H3PO4. The organic by-products are removed by extraction with heptanes (25 g). The pH of the aqueous layer is then adjusted to 9.5 with aqueous ammonia. The precipitate is collected by suction filtration, re-slurried in water (100 g), isolated by suction filtration a... The reactants are C(C)OC(C(O)C1=CC(=C(C=C1)Cl)NC(C1=C(C=C(C=C1)OC[C@H]1OC2=C(N(C1)C)C=CC=C2)Cl)=O)=O (ethyl(4-chloro-3-((2-chloro-4-(((2S)-4-methyl-3,4-dihydro-2H-1,4-benzoxazin-2-yl)methoxy)benzoyl)amino)phenyl)(hydroxy)acetate), C(C)(C)N(CC)C(C)C (diisopropylethylamine), CS(=O)C (dimethylsulfoxide), C(C)(=O)OCC (ethyl acetate). Solvent: O (Water). Run at time 1 hour. The product is C(C)OC(C(=O)C1=CC(=C(C=C1)Cl)NC(C1=C(C=C(C=C1)OC[C@H]1OC2=C(N(C1)C)C=CC=C2)Cl)=O)=O (ethyl(4-chloro-3-((2-chloro-4-(((2S)-4-methyl-3,4-dihydro-2H-1,4-benzoxazin-2-yl)methoxy)benzoyl)amino)phenyl)(oxo)acetate). As a reaction SMILES: [CH2:1]([O:3][C:4](=[O:37])[CH:5]([C:7]1[CH:12]=[CH:11][C:10]([Cl:13])=[C:9]([NH:14][C:15](=[O:36])[C:16]2[CH:21]=[CH:20][C:19]([O:22][CH2:23][C@@H:24]3[CH2:29][N:28]([CH3:30])[C:27]4[CH:31]=[CH:32][CH:33]=[CH:34][C:26]=4[O:25]3)=[CH:18][C:17]=2[Cl:35])[CH:8]=1)[OH:6])[CH3:2].C(N(C(C)C)CC)(C)C.CS(C)=O.C(OCC)(=O)C>O>[CH2:1]([O:3][C:4](=[O:37])[C:5]([C:7]1[CH:12]=[CH:11][C:10]([Cl:13])=[C:9]([NH:14][C:15](=[O:36])[C:16]2[CH:21]=[CH:20][C:19]([O:22][CH2:23][C@@H:24]3[CH2:29][N:28]([CH3:30])[C:27]4[CH:31]=[CH:32][CH:33]=[CH:34][C:26]=4[O:25]3)=[CH:18][C:17]=2[Cl:35])[CH:8]=1)=[O:6])[CH3:2]. Procedure details: Under argon atmosphere, to a mixture of the compound (159 mg) prepared in Example 31, diisopropylethylamine (0.30 mL), dimethylsulfoxide (2 mL), and ethyl acetate (4 mL), sulfur trioxide pyridine complex (139 mg) were added at ice-cold temperature, and the mixture was stirred for 1 hour at the same temperature. Water was added to the reaction mixture, which was extracted with ethyl acetate. The organic layer was washed with water and saturated brine solution and was dried by anhydrous magnesium ... Starting materials: ClC=1C(=CN(C1C1=C(C=CC=C1)F)S(=O)(=O)C=1C=NC=CC1)C=O (4-chloro-5-(2-fluorophenyl)-1-(pyridin-3-ylsulfonyl)-1H-pyrrole-3-carbaldehyde), CO.CN (methylamine methanol), O1CCCC1 (tetrahydrofuran), O (water), [BH4-].[Na+] (sodium borohydride). Solvent: CO (methanol). Conditions: time 30 minute. Product: C(\C=C\C(=O)O)(=O)O.ClC=1C(=CN(C1C1=C(C=CC=C1)F)S(=O)(=O)C=1C=NC=CC1)CNC (1-[4-chloro-5-(2-fluorophenyl)-1-(pyridin-3-ylsulfonyl)-1H-pyrrol-3-yl]-N-methylmethanamine fumarate). RXN SMILES: [Cl:1][C:2]1[C:3]([CH:23]=[O:24])=[CH:4][N:5]([S:14]([C:17]2[CH:18]=[N:19][CH:20]=[CH:21][CH:22]=2)(=[O:16])=[O:15])[C:6]=1[C:7]1[CH:12]=[CH:11][CH:10]=[CH:9][C:8]=1[F:13].[CH3:25][OH:26].[CH3:27][NH2:28].[BH4-].[Na+].[OH2:31].[O:32]1CCCC1>CO>[C:23]([OH:24])(=[O:32])/[CH:3]=[CH:4]/[C:25]([OH:31])=[O:26].[Cl:1][C:2]1[C:3]([CH2:23][NH:28][CH3:27])=[CH:4][N:5]([S:14]([C:17]2[CH:18]=[N:19][CH:20]=[CH:21][CH:22]=2)(=[O:16])=[O:15])[C:6]=1[C:7]1[CH:12]=[CH:11][CH:10]=[CH:9][C:8]=1[F:13] |f:1.2,3.4,8.9|. Procedure: To a solution of 4-chloro-5-(2-fluorophenyl)-1-(pyridin-3-ylsulfonyl)-1H-pyrrole-3-carbaldehyde (429 mg) in tetrahydrofuran (5 mL) and methanol (3 mL) was added a 40% methylamine methanol solution (275 mg) at room temperature. After stirring for 30 min, sodium borohydride (99 mg) was added. After stirring at the same temperature for 1 hr, water was added, and the mixture was extracted with ethyl acetate. The extract was washed with saturated brine, dried over anhydrous sodium sulfate, and concen...